This data is from the Open Reaction Database (ORD), a public repository of structured organic reaction records. The task is: describe an organic reaction: reactants, conditions, products, and yield Starting materials: COC[C@@H](OC=1C=C(C=C(C1)OC1=CC=C(C=C1)S(=O)(=O)C)C1=CC=C(N1)C1=NC=C(C(=O)OCC)C=C1)C (Ethyl 6-(5-{3-[(1S)-2-methoxy-1-methylethoxy]-5-[4-(methylsulfonyl)phenoxy]phenyl}-1H-pyrrol-2-yl)nicotinate), Cl (hydrochloric acid), C(C)(=O)OCC (ethyl acetate), [OH-].[Na+] (sodium hydroxide). Run in C(C)O (ethanol). Conditions: time 2 hour. Yields the product COC[C@@H](OC=1C=C(C=C(C1)OC1=CC=C(C=C1)S(=O)(=O)C)C1=CC=C(N1)C1=NC=C(C(=O)O)C=C1)C (6-(5-{3-[(1S)-2-Methoxy-1-methylethoxy]-5-[4-(methylsulfonyl)phenoxy]phenyl}-1H-pyrrol-2-yl)nicotinic acid). The yield is 99.7%. As a reaction SMILES: [CH3:1][O:2][CH2:3][C@H:4]([CH3:39])[O:5][C:6]1[CH:7]=[C:8]([C:23]2[NH:27][C:26]([C:28]3[CH:38]=[CH:37][C:31]([C:32]([O:34]CC)=[O:33])=[CH:30][N:29]=3)=[CH:25][CH:24]=2)[CH:9]=[C:10]([O:12][C:13]2[CH:18]=[CH:17][C:16]([S:19]([CH3:22])(=[O:21])=[O:20])=[CH:15][CH:14]=2)[CH:11]=1.[OH-].[Na+].Cl.C(OCC)(=O)C>C(O)C>[CH3:1][O:2][CH2:3][C@H:4]([CH3:39])[O:5][C:6]1[CH:7]=[C:8]([C:23]2[NH:27][C:26]([C:28]3[CH:38]=[CH:37][C:31]([C:32]([OH:34])=[O:33])=[CH:30][N:29]=3)=[CH:25][CH:24]=2)[CH:9]=[C:10]([O:12][C:13]2[CH:14]=[CH:15][C:16]([S:19]([CH3:22])(=[O:20])=[O:21])=[CH:17][CH:18]=2)[CH:11]=1 |f:1.2|. Procedure details: Ethyl 6-(5-{3-[(1S)-2-methoxy-1-methylethoxy]-5-[4-(methylsulfonyl)phenoxy]phenyl}-1H-pyrrol-2-yl)nicotinate (42.0 mg, 0.076 mmol) synthesized in Example (11c) was dissolved in ethanol (4 mL). An aqueous sodium hydroxide solution (5M, 2 mL) was added, and stirring was carried out at 70° C. for 2 hours. After cooling to room temperature, hydrochloric acid (2M, 5 mL) and ethyl acetate (10 mL) were added, and the solution was separated. The organic layer was washed with saturated brine, and subsequ... The reactants are C(=O)(OCC1=CC=CC=C1)NCCC[C@@H](NC(C(C1=CC=CC=C1)C1=CC=CC=C1)=O)C(=O)N([C@H](C)C1=CC=CC=C1)C ((R)-N5 -(Cbz)-N2 -(Diphenylacetyl)-N-methyl-(R)-N-(1-phenylethyl)ornithine amide). Reagents/catalysts: [Pd] (Pd/C). The solvent is CC(=O)O (HOAc). Product: [OH-].[NH4+] (ammonium hydroxide), C1(=CC=CC=C1)C(C(=O)N[C@H](CCCN)C(=O)N([C@H](C)C1=CC=CC=C1)C)C1=CC=CC=C1 ((R)-N2 -(Diphenylacetyl)-N-methyl-(R)-N-(1-phenylethyl)ornithine amide). Isolated yield 193.2%. Reaction SMILES: C([NH:11][CH2:12][CH2:13][CH2:14][C@H:15]([C:32]([N:34]([CH3:43])[C@@H:35]([C:37]1[CH:42]=[CH:41][CH:40]=[CH:39][CH:38]=1)[CH3:36])=[O:33])[NH:16][C:17](=[O:31])[CH:18]([C:25]1[CH:30]=[CH:29][CH:28]=[CH:27][CH:26]=1)[C:19]1[CH:24]=[CH:23][CH:22]=[CH:21][CH:20]=1)(OCC1C=CC=CC=1)=[O:2]>[Pd].CC(O)=O>[OH-:2].[NH4+:11].[C:25]1([CH:18]([C:19]2[CH:20]=[CH:21][CH:22]=[CH:23][CH:24]=2)[C:17]([NH:16][C@@H:15]([C:32]([N:34]([CH3:43])[C@@H:35]([C:37]2[CH:38]=[CH:39][CH:40]=[CH:41][CH:42]=2)[CH3:36])=[O:33])[CH2:14][CH2:13][CH2:12][NH2:11])=[O:31])[CH:26]=[CH:27][CH:28]=[CH:29][CH:30]=1 |f:3.4|. Procedure: Prepared according to the method described in Example 1(e) above from (R)-N5 -(Cbz)-N2 -(diphenylacetyl)-N-methyl-(R)-N-(1-phenylethyl)ornithine amide (1.6 g; 2.8 mmol; from step (b) above), 10% Pd/C (w/w; 100 mg), HOAc (75 mL), overnight reaction time. The crude acetate salt was purified by chromatography on silica gel with EtOAc, then CHCl3 :MeOH:concentrated ammonium hydroxide (6:3:1) to provide 1.2 g (98%) of the sub-title compound. Reactants: C1N2CN3CN1CN(C2)C3 (methenamine), C([C@H](O)C1=CC=CC=C1)(=O)O (d-mandelic acid). Solvent: C(C)C(=O)C (methyl ethyl ketone), C(C)C(=O)C (methyl ethyl ketone). Product: C1N2CN3CN1CN(C2)C3 (methenamine), C(C(O)C1=CC=CC=C1)(=O)[O-] (mandelate). RXN SMILES: [CH2:1]1[N:6]2[CH2:7][N:8]3[CH2:10][N:4]([CH2:5]2)[CH2:3][N:2]1[CH2:9]3.[C:11]([OH:21])(=[O:20])[C@@H:12]([C:14]1[CH:19]=[CH:18][CH:17]=[CH:16][CH:15]=1)[OH:13]>C(C(C)=O)C>[CH2:1]1[N:6]2[CH2:7][N:8]3[CH2:10][N:4]([CH2:5]2)[CH2:3][N:2]1[CH2:9]3.[C:11]([O-:21])(=[O:20])[CH:12]([C:14]1[CH:19]=[CH:18][CH:17]=[CH:16][CH:15]=1)[OH:13]. Procedure: To a boiling suspension of 140 ml. of methyl ethyl ketone containing 18.7 g. (0.133 mole) of methenamine is slowly added a hot solution of 20.3 g (0.133 mole) of d-mandelic acid in 50 ml. of methyl ethyl ketone with vigorously stirring. The heat source is removed. The reaction mixture is stirred to room temperature, and then cooled in an ice-water bath. White crystals are collected by filtration, washed with a small amount of methyl ethyl ketone, followed by anhydrous ether, and dried at 50° C. ... Reactants: N#N, CC(C)CN(CC(O)C(Cc1ccccc1)NC(=O)OC1COC2OCCC12)C(=O)OCc1ccccc1, C1CCOC1. Product: CC(C)CNCC(O)C(Cc1ccccc1)NC(=O)OC1COC2OCCC12. RXN SMILES: [N:1]#[N:2].[O:3]1[CH2:4][CH:5]([O:11][C:12]([NH:13][CH:14]([CH:15]([CH2:16][N:17]([CH2:18][CH:19]([CH3:20])[CH3:21])[C:22]([O:23][CH2:24][c:25]2[cH:26][cH:27][cH:28][cH:29][cH:30]2)=[O:31])[OH:32])[CH2:33][c:34]2[cH:35][cH:36][cH:37][cH:38][cH:39]2)=[O:40])[CH:6]2[CH:7]1[O:8][CH2:9][CH2:10]2.[O:41]1[CH2:42][CH2:43][CH2:44][CH2:45]1>>[O:3]1[CH2:4][CH:5]([O:11][C:12]([NH:13][CH:14]([CH:15]([CH2:16][NH:17][CH2:18][CH:19]([CH3:20])[CH3:21])[OH:32])[CH2:33][c:34]2[cH:35][cH:36][cH:37][cH:38][cH:39]2)=[O:40])[CH:6]2[CH:7]1[O:8][CH2:9][CH2:10]2.